This data is from the Open Reaction Database (ORD), a public repository of structured organic reaction records. The task is: describe an organic reaction: reactants, conditions, products, and yield Reactants: P(=S)(Cl)(Cl)Cl (Thiophosphoryl chloride), CC1=C(C=CC(=C1)C)O (2,4-dimethylphenol). Run in C(C)N(CC)CC (triethylamine). Run at temperature 20 celsius. Yields the product P(=S)(OC1=C(C=C(C=C1)C)C)(OC1=C(C=C(C=C1)C)C)Cl (bis(2,4-dimethylphenyl) chlorothiophosphate). Yield: 89.9%. RXN SMILES: [P:1]([Cl:5])(Cl)(Cl)=[S:2].[CH3:6][C:7]1[CH:12]=[C:11]([CH3:13])[CH:10]=[CH:9][C:8]=1[OH:14]>C(N(CC)CC)C>[P:1]([Cl:5])([O:14][C:8]1[CH:9]=[CH:10][C:11]([CH3:13])=[CH:12][C:7]=1[CH3:6])([O:14][C:8]1[CH:9]=[CH:10][C:11]([CH3:13])=[CH:12][C:7]=1[CH3:6])=[S:2]. Reported procedure: Thiophosphoryl chloride (17.0 g) was dissolved in tuoluene (250 cm3) and triethylamine (21.5 g) was added. The solution was stirred at 20° C. and 2,4-dimethylphenol (24.4 g) was added in portions during 1 hr. The mixture was stirred for 2 hr. and then heated and stirred at 80° C. for a further 2 hr. and then cooled and filtered to remove thriethylamine hydrochloride. The toluene was distilled under reduced pressure leaving bis(2,4-dimethylphenyl) chlorothiophosphate (oil, 30.6 g. 31P NMR in CDCl... Product: ClC1=CC=C(C=C1)C1=CC(=C(C=C1)C(F)(F)F)C1C(C(OC(C1=O)(C)C)(C)C)=O (4-(4′-chloro-4-trifluoromethylbiphenyl-3-yl)-2,2,6,6-tetramethylpyran-3,5-dione). The yield is 14.2%. RXN SMILES: [Cl:1][C:2]1[CH:7]=[CH:6][C:5]([C:8]2[CH:13]=[CH:12][C:11]([C:14]([F:17])([F:16])[F:15])=[C:10]([CH:18]3[C:20]4([C:24](=[O:25])[C:23]([CH3:27])([CH3:26])[O:22][C:21]4([CH3:29])[CH3:28])[O:19]3)[CH:9]=2)=[CH:4][CH:3]=1.S(=O)(=O)(O)O>ClC(Cl)C>[Cl:1][C:2]1[CH:3]=[CH:4][C:5]([C:8]2[CH:13]=[CH:12][C:11]([C:14]([F:16])([F:17])[F:15])=[C:10]([CH:18]3[C:20](=[O:19])[C:21]([CH3:28])([CH3:29])[O:22][C:23]([CH3:27])([CH3:26])[C:24]3=[O:25])[CH:9]=2)=[CH:6][CH:7]=1. Reactants: ice, ClC1=CC=C(C=C1)C1=CC(=C(C=C1)C(F)(F)F)C1OC12C(OC(C2=O)(C)C)(C)C (2-(4′-chloro-4-trifluoromethylbiphenyl-3-yl)-4,4,6,6-tetramethyl-1,5-dioxaspiro[2.4]heptan-7-one), S(O)(O)(=O)=O (sulfuric acid). Procedure: To an ice-cold solution of crude 2-(4′-chloro-4-trifluoromethylbiphenyl-3-yl)-4,4,6,6-tetramethyl-1,5-dioxaspiro[2.4]heptan-7-one (2.59 g, 6.12 mmoles) in dichloroethane (25 ml) is added concentrated sulfuric acid (5 ml), followed by stirring at this temperature for 2 hours. The reaction mixture is poured into ice, extracted with dichloromethane (×2), and the combined organics are evaporated under reduced pressure to yield a brown gum. Purification by flash column chromatography (isohexane to 30... The solvent is ClC(C)Cl (dichloroethane). Conditions: time 2 hour. Starting materials: C(C)(C)(C)OO (t-butyl hydroperoxide), Example I, O=O (oxygen), [OH-].[Na+] (sodium hydroxide), C1(=CC=C(C=C1)OC(=O)CCCC(=O)Cl)C (4-(p-tolyloxycarbonyl)butyryl chloride). The solvent is C(C)OCC (diethyl ether). Reaction conditions: time 3.5 hour. The product is C(CCCC(=O)OC1=CC=C(C=C1)C)(=O)OOC(C)(C)C (t-Butyl O-p-Tolyl Monoperoxyglutarate). Yield: 76.7%. Reaction SMILES: [C:1]([O:5][OH:6])([CH3:4])([CH3:3])[CH3:2].[OH-].[Na+].[C:9]1([CH3:24])[CH:14]=[CH:13][C:12]([O:15][C:16]([CH2:18][CH2:19][CH2:20][C:21](Cl)=[O:22])=[O:17])=[CH:11][CH:10]=1.O=O>C(OCC)C>[C:21]([O:6][O:5][C:1]([CH3:4])([CH3:3])[CH3:2])(=[O:22])[CH2:20][CH2:19][CH2:18][C:16]([O:15][C:12]1[CH:11]=[CH:10][C:9]([CH3:24])=[CH:14][CH:13]=1)=[O:17] |f:1.2|. Procedure: To a vigorously stirred solution of 4.9 g. (0.045 mole) of 82.0% t-butyl hydroperoxide and 18.0 g. (0.045 mole) of aqueous 10% sodium hydroxide at 10°-14° C. was slowly added 8.2 g. (0.034 mole) of 4-(p-tolyloxycarbonyl)butyryl chloride (prepared from p-tolyl 4-carboxybutyrate and thionyl chloride) in 25 ml. of diethyl ether. The reaction mixture was then stirred for 3.5 hours at 8°-10° C. After a work-up similar to that in Example I 8.2 g. (theory, 10.0 g.) of white solid, m.p. 50°-55° C., was ... The reactants are O=C([O-])O, CC(Cn1ncc2ccc(OCCO)c(Br)c21)NC(=O)OCc1ccccc1, CN(C)C=O, [H-], [I-], [Na+], [Na+]. Yields the product CC(Cn1ncc2ccc3c(c21)OCCO3)NC(=O)OCc1ccccc1. As a reaction SMILES: [C:32](=[O:33])([OH:34])[O-:35].[CH2:1]([c:2]1[cH:3][cH:4][cH:5][cH:6][cH:7]1)[O:8][C:9]([NH:10][CH:11]([CH2:12][n:13]1[n:14][cH:15][c:16]2[cH:17][cH:18][c:19]([O:23][CH2:24][CH2:25][OH:26])[c:20]([Br:22])[c:21]12)[CH3:27])=[O:28].[CH3:37][N:38]([CH3:39])[CH:40]=[O:41].[H-:29].[I-:31].[Na+:30].[Na+:36]>>[CH2:1]([c:2]1[cH:3][cH:4][cH:5][cH:6][cH:7]1)[O:8][C:9]([NH:10][CH:11]([CH2:12][n:13]1[n:14][cH:15][c:16]2[cH:17][cH:18][c:19]3[c:20]([c:21]12)[O:26][CH2:25][CH2:24][O:23]3)[CH3:27])=[O:28]. The reactants are COC1=CC2=C(C(C3=C(C(C2)=O)C=CC=C3)=C)C=C1 (2-methoxy-5-methylene-10-oxo-10,11-dihydro-5H-dibenzo[a,d]cycloheptene), Cl.NO (hydroxylamine hydrochloride), C(C)(=O)[O-].[Na+] (sodium acetate). The solvent is CO (methanol). Yields the product COC1=CC2=C(C(C3=C(C(C2)=NO)C=CC=C3)=C)C=C1 (2-Methoxy-5-methylene-10-hydroximino-10,11-dihydro-5H-dibenzo[a,d]cycloheptene). Isolated yield 98.1%. RXN SMILES: [CH3:1][O:2][C:3]1[CH:19]=[CH:18][C:6]2[C:7](=[CH2:17])[C:8]3[CH:16]=[CH:15][CH:14]=[CH:13][C:9]=3[C:10](=O)[CH2:11][C:5]=2[CH:4]=1.Cl.[NH2:21][OH:22].C([O-])(=O)C.[Na+]>CO>[CH3:1][O:2][C:3]1[CH:19]=[CH:18][C:6]2[C:7](=[CH2:17])[C:8]3[CH:16]=[CH:15][CH:14]=[CH:13][C:9]=3[C:10](=[N:21][OH:22])[CH2:11][C:5]=2[CH:4]=1 |f:1.2,3.4|. Procedure details: A solution of 2-methoxy-5-methylene-10-oxo-10,11-dihydro-5H-dibenzo[a,d]cycloheptene (9.7 g, 0.0388 mol), hydroxylamine hydrochloride (3.42 g, 0.0492 mol), and sodium acetate (4.26 g, 0.0519 mol) in methanol (194 ml) is heated under reflux for 2 hours. The solvent is removed under reduced pressure, the residue is slurried in water (200 ml), the pH is adjusted to 8 with concentrated aqueous ammonia, and the slurry is extracted with ether (3×105 ml). The combined extracts are dried over MgSO4 and ... Reactants: C(=O)(O)C1=C(C2=C(S1)C=C(C=C2)Cl)S(=O)(=O)[O-].[Na+] (monosodium 2-carboxy-6-chloro-benzo-[b]-thiophene-3-sulfonate), P(Cl)(Cl)(Cl)(Cl)Cl (phosphorus (V)-chloride), [Cl-].[Cl-].[Cl-].[P+3]=O (phosphorus oxide trichloride). Product: ClC=1C=CC2=C(SC(=C2S(=O)(=O)Cl)C(=O)Cl)C1 (6-Chloro-2-chlorocarbonyl-benzo-[b]-thiophene-3-sulfonic acid chloride). Yield: 72.0%. RXN SMILES: [C:1]([C:4]1[S:8][C:7]2[CH:9]=[C:10]([Cl:13])[CH:11]=[CH:12][C:6]=2[C:5]=1[S:14]([O-:17])(=O)=[O:15])(O)=[O:2].[Na+].P(Cl)(Cl)(Cl)(Cl)Cl.[Cl-:25].[Cl-:26].[Cl-].[P+3]=O>>[Cl:13][C:10]1[CH:11]=[CH:12][C:6]2[C:5]([S:14]([Cl:25])(=[O:17])=[O:15])=[C:4]([C:1]([Cl:26])=[O:2])[S:8][C:7]=2[CH:9]=1 |f:0.1,3.4.5.6|. Procedure details: Prepared analogous to Example 1(b) from monosodium 2-carboxy-6-chloro-benzo-[b]-thiophene-3-sulfonate and phosphorus (V)-chloride in the presence of phosphorus oxide trichloride with a yield of 72% of theory. The product, which crystallized upon cooling, was used in the next step without further purification. The reactants are BrC1=C(C#N)C(=CC(=N1)N)N (2-bromo-4,6-diaminonicotinonitrile), C(CCC)O (n-butanol), [Na] (sodium), [Na] (sodium). Procedure details: A heavy walled, sealable tube suitable for microwave heating was charged with 3 mL of n-butanol and 40 mg (1.7 mmol) of sodium. The mixture was stirred until all of the sodium had reacted, then 212 mg (1.00 mmol) of 2-bromo-4,6-diaminonicotinonitrile was added. The tube was sealed, and the mixture was heated with a microwave apparatus at 150° C. for 10 minutes then cooled and poured into 10 mL of toluene. The solvents were removed under reduced pressure, then the residue was partitioned between ... Yields the product NC1=CC(=NC(=C1C#N)OCCCC)N (4,6-Diamino-2-butoxy-nicotinonitrile). Reaction SMILES: [CH2:1]([OH:5])[CH2:2][CH2:3][CH3:4].[Na].Br[C:8]1[N:15]=[C:14]([NH2:16])[CH:13]=[C:12]([NH2:17])[C:9]=1[C:10]#[N:11]>C1(C)C=CC=CC=1>[NH2:17][C:12]1[C:9]([C:10]#[N:11])=[C:8]([O:5][CH2:1][CH2:2][CH2:3][CH3:4])[N:15]=[C:14]([NH2:16])[CH:13]=1 |^1:5|. Conditions: temperature 150 celsius. Run in C1(=CC=CC=C1)C (toluene). The reactants are [Br-].C[N+](CCCNC)(C)C (N,N,N-trimethyl-[3-(methylamino)]-1-propanaminium bromide), BrCCCBr (1,3-dibromopropane). Solvent: C(C)#N (acetonitrile). Product: [Br-].BrCCCN(C)CCC[N+](C)(C)C (3-[N'-(3-Bromopropyl)-N'-methylamino]-N,N,N-trimethyl-1-propanaminium Bromide). Reaction SMILES: [Br-].[CH3:2][N+:3]([CH3:10])([CH3:9])[CH2:4][CH2:5][CH2:6][NH:7][CH3:8].[Br:11][CH2:12][CH2:13][CH2:14]Br>C(#N)C>[Br-:11].[Br:11][CH2:12][CH2:13][CH2:14][N:7]([CH2:6][CH2:5][CH2:4][N+:3]([CH3:10])([CH3:9])[CH3:2])[CH3:8] |f:0.1,4.5|. Procedure details: To a stirred solution of 3.02 g. (14.3 mmoles) of N,N,N-trimethyl-[3-(methylamino)]-1-propanaminium bromide in 30 ml. of acetonitrile is added a solution of 2.88 g. (14.3 mmoles) of 1,3-dibromopropane and the mixture is stirred at room temperature under nitrogen for 3.5 hours. The mixture is cooled in an ice-water bath and then the insoluble material is removed by filtration. The filtrate is evaporated and dried in vacuo and is extracted with chloroform. The chloroform extract is evaporated and ... The reactants are CCOC(=O)C(C)Oc1ccccc1CBr, CC(C)=O, [K+], [K+], O=C([O-])[O-], CN(C)C=O, Oc1cccc(OCc2ccc3ccccc3n2)c1. The product is CCOC(=O)C(C)Oc1ccccc1COc1cccc(OCc2ccc3ccccc3n2)c1. As a reaction SMILES: [Br:20][CH2:21][c:22]1[c:23]([O:24][CH:25]([C:26](=[O:27])[O:28][CH2:29][CH3:30])[CH3:31])[cH:32][cH:33][cH:34][cH:35]1.[CH3:36][C:37](=[O:38])[CH3:39].[K+:40].[K+:41].[O-:42][C:43]([O-:44])=[O:45].[O:46]=[CH:47][N:48]([CH3:49])[CH3:50].[n:1]1[c:2]([CH2:11][O:12][c:13]2[cH:14][c:15]([OH:19])[cH:16][cH:17][cH:18]2)[cH:3][cH:4][c:5]2[cH:6][cH:7][cH:8][cH:9][c:10]12>>[n:1]1[c:2]([CH2:11][O:12][c:13]2[cH:14][c:15]([O:19][CH2:21][c:22]3[c:23]([O:24][CH:25]([C:26](=[O:27])[O:28][CH2:29][CH3:30])[CH3:31])[cH:32][cH:33][cH:34][cH:35]3)[cH:16][cH:17][cH:18]2)[cH:3][cH:4][c:5]2[cH:6][cH:7][cH:8][cH:9][c:10]12. Procedure: Reduction of 2 g (3.2 mmol) of N-(2,6-diisopropylphenyl)-9-(6-acetoxy-1-hexynyl)perylene-3,4-dicarboximide (cf. Example 10, 1.) in accordance with the hydrogenation instructions indicated for alkynylperylenes in Liebigs Ann./Recueil 1997, 395–407 gave a quantitative yield of the corresponding acetoxyhexyl derivative, which could be hydrolyzed as per Example 10, 2. in 98% yield to N-(2,6-diisopropylphenyl)-9-(6-hydroxyhexyl)perylene-3,4-dicarboximide. This, when reacted with methacryloyl chloride... Product: C(C)(C)C1=C(C(=CC=C1)C(C)C)N1C(=O)C=2C=CC=3C=4C=CC=C5C(=CC=C(C6=CC=C(C2C63)C1=O)C54)CCCCCCOC(C(=C)C)=O (N-(2,6-diisopropylphenyl)-9-(6-methacryloxyhexyl)perylene-3,4-dicarboximide). Reactants: C(C)(C)C1=C(C(=CC=C1)C(C)C)N1C(=O)C=2C=CC=3C=4C=CC=C5C(=CC=C(C6=CC=C(C2C63)C1=O)C54)CCCCCCO (N-(2,6-diisopropylphenyl)-9-(6-hydroxyhexyl)perylene-3,4-dicarboximide), C(C(=C)C)(=O)Cl (methacryloyl chloride). Reaction SMILES: [CH:1]([C:4]1[CH:9]=[CH:8][CH:7]=[C:6]([CH:10]([CH3:12])[CH3:11])[C:5]=1[N:13]1[C:35](=[O:36])[C:32]2[C:33]3[C:34]4[C:29](=[CH:30][CH:31]=2)[C:28]2[C:37]5[C:24]([C:25]([CH2:38][CH2:39][CH2:40][CH2:41][CH2:42][CH2:43][OH:44])=[CH:26][CH:27]=2)=[CH:23][CH:22]=[CH:21][C:20]=5[C:19]=4[CH:18]=[CH:17][C:16]=3[C:14]1=[O:15])([CH3:3])[CH3:2].[C:45](Cl)(=[O:49])[C:46]([CH3:48])=[CH2:47]>>[CH:1]([C:4]1[CH:9]=[CH:8][CH:7]=[C:6]([CH:10]([CH3:12])[CH3:11])[C:5]=1[N:13]1[C:35](=[O:36])[C:32]2[C:33]3[C:34]4[C:29](=[CH:30][CH:31]=2)[C:28]2[C:37]5[C:24]([C:25]([CH2:38][CH2:39][CH2:40][CH2:41][CH2:42][CH2:43][O:44][C:45](=[O:49])[C:46]([CH3:48])=[CH2:47])=[CH:26][CH:27]=2)=[CH:23][CH:22]=[CH:21][C:20]=5[C:19]=4[CH:18]=[CH:17][C:16]=3[C:14]1=[O:15])([CH3:2])[CH3:3]. Yield: 81.0%.